The task is: describe an organic reaction: reactants, conditions, products, and yield. This data is from the Open Reaction Database (ORD), a public repository of structured organic reaction records. As a reaction SMILES: Br[C:2]1[CH:3]=[C:4]2[C:9](=[CH:10][CH:11]=1)[N:8]=[CH:7][C:6]([C:12](=[O:16])[CH:13]([CH3:15])[CH3:14])=[C:5]2[NH:17][C@H:18]1[CH2:23][CH2:22][C@H:21]([NH:24][C:25](=[O:31])[O:26][C:27]([CH3:30])([CH3:29])[CH3:28])[CH2:20][CH2:19]1.[Cl:32][C:33]1[CH:38]=[C:37](B2OC(C)(C)C(C)(C)O2)[CH:36]=[C:35]([O:48][CH3:49])[C:34]=1[OH:50]>>[Cl:32][C:33]1[CH:38]=[C:37]([C:2]2[CH:3]=[C:4]3[C:9](=[CH:10][CH:11]=2)[N:8]=[CH:7][C:6]([C:12](=[O:16])[CH:13]([CH3:14])[CH3:15])=[C:5]3[NH:17][C@H:18]2[CH2:19][CH2:20][C@H:21]([NH:24][C:25](=[O:31])[O:26][C:27]([CH3:30])([CH3:28])[CH3:29])[CH2:22][CH2:23]2)[CH:36]=[C:35]([O:48][CH3:49])[C:34]=1[OH:50]. The yield is 135.5%. Yields the product ClC=1C=C(C=C(C1O)OC)C=1C=C2C(=C(C=NC2=CC1)C(C(C)C)=O)N[C@@H]1CC[C@H](CC1)NC(OC(C)(C)C)=O (tert-butyl (trans-4-((6-(3-chloro-4-hydroxy-5-methoxyphenyl)-3-isobutyrylquinolin-4-yl)amino)cyclohexyl)carbamate). Procedure details: Following general procedure D, tert-butyl (trans-4-((6-bromo-3-isobutyrylquinolin-4-yl)amino)cyclohexyl)carbamate (49 mg, 0.10 mmol) was reacted with 2-chloro-6-methoxy-4-(4,4,5,5-tetramethyl-1,3,2-dioxaborolan-2-yl)phenol (43 mg, 0.15 mmol) to afford the desired product (77 mg, >99%) as a viscous brown oil. ESI MS m/z 568 [C31H38ClN3O5+H]+ Reactants: BrC=1C=C2C(=C(C=NC2=CC1)C(C(C)C)=O)N[C@@H]1CC[C@H](CC1)NC(OC(C)(C)C)=O (tert-butyl (trans-4-((6-bromo-3-isobutyrylquinolin-4-yl)amino)cyclohexyl)carbamate), ClC1=C(C(=CC(=C1)B1OC(C(O1)(C)C)(C)C)OC)O (2-chloro-6-methoxy-4-(4,4,5,5-tetramethyl-1,3,2-dioxaborolan-2-yl)phenol). Starting materials: S1C2=C(C=C1B(O)O)C=CC=C2 (benzo[B]thiophene-2-boronic acid), ClC=1C=C(N=NC1)CN1C(=NC=C1)C (5-chloro-3-(2-methyl-imidazol-1-yl-methyl)-pyridazine). Product: Cl.S1C2=C(C=C1C=1C=C(N=NC1)CN1C(=NC=C1)C)C=CC=C2 (5-Benzo[b]thiophen-2-yl-3-(2-methyl-imidazol-1-yl-methyl)-pyridazine hydrochloride). RXN SMILES: [S:1]1[C:5](B(O)O)=[CH:4][C:3]2[CH:9]=[CH:10][CH:11]=[CH:12][C:2]1=2.[Cl:13][C:14]1[CH:15]=[C:16]([CH2:20][N:21]2[CH:25]=[CH:24][N:23]=[C:22]2[CH3:26])[N:17]=[N:18][CH:19]=1>>[ClH:13].[S:1]1[C:5]([C:14]2[CH:15]=[C:16]([CH2:20][N:21]3[CH:25]=[CH:24][N:23]=[C:22]3[CH3:26])[N:17]=[N:18][CH:19]=2)=[CH:4][C:3]2[CH:9]=[CH:10][CH:11]=[CH:12][C:2]1=2 |f:2.3|. Procedure details: The title compound, MS: m/e=307.3 (M+H+), was prepared from benzo[B]thiophene-2-boronic acid and 5-chloro-3-(2-methyl-imidazol-1-yl-methyl)-pyridazine.